Dataset: the Open Reaction Database (ORD), a public repository of structured organic reaction records. Task: describe an organic reaction: reactants, conditions, products, and yield Starting materials: OC1=C(C=C(C=C1)[N+](=O)[O-])C (1-hydroxy-2-methyl-4-nitrobenzene), C([O-])([O-])=O.[K+].[K+] (potassium carbonate), IC (iodomethane), O (water). The solvent is CN(C=O)C (N,N-dimethylformamide). Run at time 24 hour. The product is COC1=C(C=C(C=C1)[N+](=O)[O-])C (1-Methoxy-2-methyl-4-nitrobenzene). The yield is 87.0%. As a reaction SMILES: [OH:1][C:2]1[CH:7]=[CH:6][C:5]([N+:8]([O-:10])=[O:9])=[CH:4][C:3]=1[CH3:11].[C:12](=O)([O-])[O-].[K+].[K+].IC.O>CN(C)C=O>[CH3:12][O:1][C:2]1[CH:7]=[CH:6][C:5]([N+:8]([O-:10])=[O:9])=[CH:4][C:3]=1[CH3:11] |f:1.2.3|. Procedure details: To a solution of 1-hydroxy-2-methyl-4-nitrobenzene (1.0 g) in N,N-dimethylformamide (10 mL) were added potassium carbonate (1.8 g) and iodomethane (1.3 g) at room temperature and this mixture was stirred at the same temperature for 24 hours. This reaction mixture was poured into water and this resulting mixture was extracted with ethyl acetate. This organic layer was washed with water and brine, and dried over anhydrous magnesium sulfate. The solvent was removed under reduced pressure to give th... Reaction SMILES: [O:1]1[CH:5]=[CH:4][CH:3]=[C:2]1[CH2:6][N:7]1[C:11]([NH2:12])=[CH:10][CH:9]=[N:8]1.[CH2:13]([O:15][C:16](=[O:27])[C:17](=[CH:23]OCC)[C:18]([O:20][CH2:21][CH3:22])=[O:19])[CH3:14]>>[CH2:13]([O:15][C:16](=[O:27])[C:17](=[CH:23][NH:12][C:11]1[N:7]([CH2:6][C:2]2[O:1][CH:5]=[CH:4][CH:3]=2)[N:8]=[CH:9][CH:10]=1)[C:18]([O:20][CH2:21][CH3:22])=[O:19])[CH3:14]. Product: C(C)OC(C(C(=O)OCC)=CNC1=CC=NN1CC=1OC=CC1)=O ([[[1-(2-furyl)methyl-5-pyrazolyl]amino]methylene]malonic acid diethyl ester). Starting materials: O1C(=CC=C1)CN1N=CC=C1N (1-(2-furyl)methyl-5-aminopyrazole), C(C)OC(C(C(=O)OCC)=COCC)=O (ethoxymethylene malonic acid diethyl ester), alcohol. Procedure: 163 g of 1-(2-furyl)methyl-5-aminopyrazole (1mol) and 216 g of ethoxymethylene malonic acid diethyl ester (1 mol) are heated to 130° (bath temperature) until the theoretical amount of alcohol is distilled off. The remaining oil, [[[1-(2-furyl)methyl-5-pyrazolyl]aino]methylene]malonic acid diethyl ester, is recrystallized from methanol, yield 280 g (84%), m.p. 84°-86°. Starting materials: Cn1cccc1-c1nc2cc(Cl)c(Cl)cc2[nH]1, CN(C)C=O, [Na+], [OH-], O. Yields the product Cn1c(C=O)ccc1-c1nc2cc(Cl)c(Cl)cc2[nH]1. As a reaction SMILES: [CH3:1][n:2]1[c:3](-[c:7]2[nH:8][c:9]3[c:10]([n:11]2)[cH:12][c:13]([Cl:17])[c:14]([Cl:16])[cH:15]3)[cH:4][cH:5][cH:6]1.[CH3:21][N:22]([CH:23]=[O:24])[CH3:25].[Na+:20].[OH-:19].[OH2:18]>>[CH3:1][n:2]1[c:3](-[c:7]2[n:8][c:9]3[c:10]([nH:11]2)[cH:12][c:13]([Cl:17])[c:14]([Cl:16])[cH:15]3)[cH:4][cH:5][c:6]1[CH:23]=[O:24]. Product: CCc1c(NC(=O)CCc2ccncc2)ncc2c1c1ccccc1n2C(C)C. Starting materials: CCN=C=NCCCN(C)C, CN(C)c1ccncc1, CCc1c(N)ncc2c1c1ccccc1n2C(C)C, CN(C)C=O, O=C(O)CCc1ccncc1. RXN SMILES: [CH3:1][CH2:2][N:3]=[C:4]=[N:5][CH2:6][CH2:7][CH2:8][N:9]([CH3:10])[CH3:11].[CH3:42][N:43]([c:44]1[cH:45][cH:46][n:47][cH:48][cH:49]1)[CH3:50].[NH2:12][c:13]1[c:14]([CH2:29][CH3:30])[c:15]2[c:16]([n:17]([CH:24]([CH3:25])[CH3:26])[c:18]3[cH:19][cH:20][cH:21][cH:22][c:23]23)[cH:27][n:28]1.[O:51]=[CH:52][N:53]([CH3:54])[CH3:55].[n:31]1[cH:32][cH:33][c:34]([CH2:37][CH2:38][C:39](=[O:40])[OH:41])[cH:35][cH:36]1>>[NH:12]([c:13]1[c:14]([CH2:29][CH3:30])[c:15]2[c:16]([n:17]([CH:24]([CH3:25])[CH3:26])[c:18]3[cH:19][cH:20][cH:21][cH:22][c:23]23)[cH:27][n:28]1)[C:39]([CH2:38][CH2:37][c:34]1[cH:33][cH:32][n:31][cH:36][cH:35]1)=[O:40]. Reactants: 7.62-g, NC(=O)CNC1=NC=CC=C1NC(C1=CC=CC=C1)=O (N-[2-[[(aminocarbonyl)methyl]amino]-3-pyridinyl]benzamide). The solvent is CO (methanol). Product: C1(=CC=CC=C1)C1=NC=2C(=NC=CC2)N1CC(=O)N (2-Phenyl-3H-imidazo[4,5-b]pyridine-3-acetamide). Isolated yield 45.0%. As a reaction SMILES: [NH2:1][C:2]([CH2:4][NH:5][C:6]1[C:11]([NH:12][C:13](=O)[C:14]2[CH:19]=[CH:18][CH:17]=[CH:16][CH:15]=2)=[CH:10][CH:9]=[CH:8][N:7]=1)=[O:3]>CO>[C:14]1([C:13]2[N:5]([CH2:4][C:2]([NH2:1])=[O:3])[C:6]3=[N:7][CH:8]=[CH:9][CH:10]=[C:11]3[N:12]=2)[CH:19]=[CH:18][CH:17]=[CH:16][CH:15]=1. Procedure details: A 7.62-g (0.028 mole) sample of N-[2-[[(aminocarbonyl)methyl]amino]-3-pyridinyl]benzamide was heated in glass in a Wood's metal bath under a flow of nitrogen at 200° C. for 7 minutes. The green solid residue was broken up with a glass rod in methanol and the solid was filtered off. The filtrate was concentrated and the precipitate which formed, was separated by filtering twice. The solids were combined and recrystallized from boiling water to give 3.19 g (45%) of white needles which were dried u...